This data is from the Open Reaction Database (ORD), a public repository of structured organic reaction records. The task is: describe an organic reaction: reactants, conditions, products, and yield The product is NCC1=CC=C(CNC2=CC=C(C=C2)S(=O)(=O)C)C=C1 ((4-Aminomethyl-benzyl)-(4-methanesulfonyl-phenyl)-amine). Solvent: CO (methanol), C(C)(=O)O (acetic acid). RXN SMILES: [CH:1]([C:3]1[CH:17]=[CH:16][C:6]([CH2:7][NH:8]C(=O)OC(C)(C)C)=[CH:5][CH:4]=1)=O.Cl.[CH3:19][S:20]([C:23]1[CH:29]=[CH:28][C:26]([NH2:27])=[CH:25][CH:24]=1)(=[O:22])=[O:21].C([BH3-])#N.[Na+].C(=O)(O)[O-].[Na+]>CO.C(O)(=O)C>[NH2:8][CH2:7][C:6]1[CH:16]=[CH:17][C:3]([CH2:1][NH:27][C:26]2[CH:28]=[CH:29][C:23]([S:20]([CH3:19])(=[O:21])=[O:22])=[CH:24][CH:25]=2)=[CH:4][CH:5]=1 |f:1.2,3.4,5.6|. Procedure details: A solution of tert-butyl N-(4-formylbenzyl)carbamate (45 mg, 0.2 mmol) and 4-methanesulfonylaniline hydrochloride (41 mg, 0.2 mmol) in 1 mL of methanol was stirred at room temperature for 30 min, then 0.15 mL of acetic acid was added, followed by 16 mg (0.24 mmol) of sodium cyanoborohydride. The reaction was complete in 5 h. The mixture was treated with saturated sodium bicarbonate solution until pH=8, then extracted with ethyl acetate twice. The combined organics were dried over MgSO4, filtered... Reactants: C(#N)[BH3-].[Na+] (sodium cyanoborohydride), C([O-])(O)=O.[Na+] (sodium bicarbonate), C(=O)C1=CC=C(CNC(OC(C)(C)C)=O)C=C1 (tert-butyl N-(4-formylbenzyl)carbamate), Cl.CS(=O)(=O)C1=CC=C(N)C=C1 (4-methanesulfonylaniline hydrochloride). Run at time 5 hour. Reactants: C(C)(C)(C)OC(=O)N1CCC(CC1)N1N=CC=2C1=NC=NC2Cl (4-(4-chloro-pyrazolo[3,4-d]pyrimidin-1-yl)-piperidine-1-carboxylic acid tert-butyl ester), C(C)(C)(C)OC(=O)N1CCC(CC1)N1N=CC=2C1=NC=NC2Cl (4-(4-chloro-pyrazolo[3,4-d]pyrimidin-1-yl)-piperidine-1-carboxylic acid tert-butyl ester), CS(=O)(=O)C1=CC=C(C(=N1)C)O (6-methanesulfonyl-2-methyl-pyridin-3-ol), CS(=O)(=O)C1=CC=C(C(=N1)C)O (6-methanesulfonyl-2-methyl-pyridin-3-ol), C([O-])([O-])=O.[K+].[K+] (potassium carbonate), C(C)(=O)OCC (Ethyl acetate). The solvent is CN(C=O)C (dimethylformamide), O (water). Reaction conditions: temperature 160 celsius. Yields the product C(C)(C)(C)OC(=O)N1CCC(CC1)N1N=CC=2C1=NC=NC2OC=2C(=NC(=CC2)S(=O)(=O)C)C (4-[4-(6-methanesulfonyl-2-methyl-pyridin-3-yloxy)-pyrazolo[3,4-d]pyrimidin-1-yl]-piperidine-1-carboxylic acid tert-butyl ester). The yield is 40.9%. RXN SMILES: [C:1]([O:5][C:6]([N:8]1[CH2:13][CH2:12][CH:11]([N:14]2[C:18]3=[N:19][CH:20]=[N:21][C:22](Cl)=[C:17]3[CH:16]=[N:15]2)[CH2:10][CH2:9]1)=[O:7])([CH3:4])([CH3:3])[CH3:2].[CH3:24][S:25]([C:28]1[N:33]=[C:32]([CH3:34])[C:31]([OH:35])=[CH:30][CH:29]=1)(=[O:27])=[O:26].C(=O)([O-])[O-].[K+].[K+].C(OCC)(=O)C>CN(C)C=O.O>[C:1]([O:5][C:6]([N:8]1[CH2:13][CH2:12][CH:11]([N:14]2[C:18]3=[N:19][CH:20]=[N:21][C:22]([O:35][C:31]4[C:32]([CH3:34])=[N:33][C:28]([S:25]([CH3:24])(=[O:27])=[O:26])=[CH:29][CH:30]=4)=[C:17]3[CH:16]=[N:15]2)[CH2:10][CH2:9]1)=[O:7])([CH3:4])([CH3:3])[CH3:2] |f:2.3.4|. Procedure details: A mixture of 4-(4-chloro-pyrazolo[3,4-d]pyrimidin-1-yl)-piperidine-1-carboxylic acid tert-butyl ester (Intermediate 19; 50 mg, 0.15 mmol), 6-methanesulfonyl-2-methyl-pyridin-3-ol (Intermediate 6; 36 mg, 0.19 mmol), and potassium carbonate (27 mg, 0.2 mmol) in dimethylformamide (2 mL) was heated in the microwave oven at 160° C. for 10 min. Ethyl acetate and water were added, and the aqueous layer was extracted three times with ethyl acetate. The ethyl acetate layers were combined, evaporated, and...